Dataset: the Open Reaction Database (ORD), a public repository of structured organic reaction records. Task: describe an organic reaction: reactants, conditions, products, and yield The reactants are ClC=1C=C2C(=CN(C2=CC1)[C@H]([C@@H](COS(=O)(=O)C1=CC=C(C=C1)C)O)C1=CC=CC=C1)C ((2S,3S)-toluene-4-sulfonic acid 3-(5-chloro-3-methyl-indol-1-yl)-2-hydroxy-3-phenyl-propyl ester), COS(=O)(=O)C(F)(F)F (trifluoro-methanesulfonic acid methyl ester), C(C)(C)(C)C1=NC(=CC(=C1)C)C(C)(C)C (2,6-di-tert-butyl-4-methyl-pyridine). Solvent: ClCCl (dichloromethane). Product: ClC=1C=C2C(=CN(C2=CC1)[C@H]([C@@H](COS(=O)(=O)C1=CC=C(C=C1)C)OC)C1=CC=CC=C1)C ((2S,3S)-toluene-4-sulfonic acid 3-(5-chloro-3-methyl-indol-1-yl)-2-methoxy-3-phenyl-propyl ester). As a reaction SMILES: [Cl:1][C:2]1[CH:3]=[C:4]2[C:8](=[CH:9][CH:10]=1)[N:7]([C@@H:11]([C:26]1[CH:31]=[CH:30][CH:29]=[CH:28][CH:27]=1)[C@H:12]([OH:25])[CH2:13][O:14][S:15]([C:18]1[CH:23]=[CH:22][C:21]([CH3:24])=[CH:20][CH:19]=1)(=[O:17])=[O:16])[CH:6]=[C:5]2[CH3:32].[CH3:33]OS(C(F)(F)F)(=O)=O.C(C1C=C(C)C=C(C(C)(C)C)N=1)(C)(C)C>ClCCl>[Cl:1][C:2]1[CH:3]=[C:4]2[C:8](=[CH:9][CH:10]=1)[N:7]([C@@H:11]([C:26]1[CH:31]=[CH:30][CH:29]=[CH:28][CH:27]=1)[C@H:12]([O:25][CH3:33])[CH2:13][O:14][S:15]([C:18]1[CH:23]=[CH:22][C:21]([CH3:24])=[CH:20][CH:19]=1)(=[O:17])=[O:16])[CH:6]=[C:5]2[CH3:32]. Procedure details: A mixture of (2S,3S)-toluene-4-sulfonic acid 3-(5-chloro-3-methyl-indol-1-yl)-2-hydroxy-3-phenyl-propyl ester (Intermediate in EXAMPLE 119, step 6, 0.52 g, 1.1 mmol), trifluoro-methanesulfonic acid methyl ester (0.6 mL, 5.5 mmol), and 2,6-di-tert-butyl-4-methyl-pyridine (1.1 g, 5.5 mmol) was heated at reflux in dichloromethane (20 mL) for 2 hours. The reaction was partitioned between ethyl acetate (25 mL) and a 1N aqueous solution of hydrochloric acid (25 mL). The organics were separated and was... Reactants: FC=1C=CC(=NC1)C1=NOC(=N1)C1=CC(=CC=C1)Br (3-(5-fluoro-pyrid-2-yl)-5-(3-bromophenyl)-1,2,4-oxadiazole), B1(OCCCO1)C2=CN=CC=C2 (pyridine-3-boronic acid 1,3-propanediol cyclic ester), COCCOC (ethylene glycol dimethyl ether), C([O-])([O-])=O.[Na+].[Na+] (sodium carbonate). The reagents and catalysts are C=1C=CC(=CC1)[P](C=2C=CC=CC2)(C=3C=CC=CC3)[Pd]([P](C=4C=CC=CC4)(C=5C=CC=CC5)C=6C=CC=CC6)([P](C=7C=CC=CC7)(C=8C=CC=CC8)C=9C=CC=CC9)[P](C=1C=CC=CC1)(C=1C=CC=CC1)C=1C=CC=CC1 (tetrakis(triphenylphosphine)palladium(0)). Solvent: ClCCl (dichloromethane). The product is FC=1C=CC(=NC1)C1=NOC(=N1)C1=CC(=CC=C1)C=1C=NC=CC1 (3-(5-fluoro-pyrid-2-yl)-5-[3-(3-pyridyl)phenyl]-1,2,4-oxadiazole). Isolated yield 50.2%. Reaction SMILES: [F:1][C:2]1[CH:3]=[CH:4][C:5]([C:8]2[N:12]=[C:11]([C:13]3[CH:18]=[CH:17][CH:16]=[C:15](Br)[CH:14]=3)[O:10][N:9]=2)=[N:6][CH:7]=1.B1([C:26]2[CH:31]=[CH:30][CH:29]=[N:28][CH:27]=2)OCCCO1.COCCOC.C(=O)([O-])[O-].[Na+].[Na+]>ClCCl.C1C=CC([P]([Pd]([P](C2C=CC=CC=2)(C2C=CC=CC=2)C2C=CC=CC=2)([P](C2C=CC=CC=2)(C2C=CC=CC=2)C2C=CC=CC=2)[P](C2C=CC=CC=2)(C2C=CC=CC=2)C2C=CC=CC=2)(C2C=CC=CC=2)C2C=CC=CC=2)=CC=1>[F:1][C:2]1[CH:3]=[CH:4][C:5]([C:8]2[N:12]=[C:11]([C:13]3[CH:18]=[CH:17][CH:16]=[C:15]([C:26]4[CH:27]=[N:28][CH:29]=[CH:30][CH:31]=4)[CH:14]=3)[O:10][N:9]=2)=[N:6][CH:7]=1 |f:3.4.5,^1:50,52,71,90|. Reported procedure: A mixture of 3-(5-fluoro-pyrid-2-yl)-5-(3-bromophenyl)-1,2,4-oxadiazole (100 mg, 0.313 mmol), pyridine-3-boronic acid 1,3-propanediol cyclic ester (102 mg, 0.624 mmol), and tetrakis(triphenylphosphine)palladium(0) (Pd(PPh3)4, 50.8 mg, 0.044 mmol), in a solution of ethylene glycol dimethyl ether (2 mL) and 2M sodium carbonate (2 mL) was heated in a sealed vial at 110° C. for 1 hour. The reaction was cooled, diluted with dichloromethane, washed with water and saturated brine, filtered, and concent... The reagents and catalysts are [Pd] (Pd). Isolated yield 99.2%. Conditions: time 3 hour. Starting materials: C(C)N(CCN1C=CC2=CC(=CC=C12)[N+](=O)[O-])CC (Diethyl-[2-(5-nitroindol-1-yl)ethyl]amine). Run in CCO (EtOH). Yields the product C(C)N(CCN1C=CC2=CC(=CC=C12)N)CC (1-(2-Diethylamino-ethyl)-1H-indol-5-ylamine). Procedure: Diethyl-[2-(5-nitroindol-1-yl)ethyl]amine (1.6 g, 6.1 mmol) was dissolved in absolute EtOH (100 mL) and syringed into a flask containing 10% Pd over carbon (160 mg) under an argon atmosphere. The reaction mixture was placed under H2 atmosphere (1 Atm pressure) and stirred at RT for 3 h. The reaction was filtered over a Celite pad and washed well with EtOH. Evaporation of the volatile solvent gave the title compound (1.4 g, 99%) as a brown solid. TLC (10% MeOH/DCM), Rf=0.20; LC MS m/z 232.3 (MH+)... RXN SMILES: [CH2:1]([N:3]([CH2:18][CH3:19])[CH2:4][CH2:5][N:6]1[C:14]2[C:9](=[CH:10][C:11]([N+:15]([O-])=O)=[CH:12][CH:13]=2)[CH:8]=[CH:7]1)[CH3:2]>CCO.[Pd]>[CH2:18]([N:3]([CH2:1][CH3:2])[CH2:4][CH2:5][N:6]1[C:14]2[C:9](=[CH:10][C:11]([NH2:15])=[CH:12][CH:13]=2)[CH:8]=[CH:7]1)[CH3:19]. Reactants: CC(CC(=O)OCC)(C(C=C(Cl)Cl)Cl)C (ethyl 3,3-dimethyl-4,6,6-trichloro-5-hexenoate), CC(CC(=O)OC)(C(C=C(Cl)Cl)Cl)C (methyl 3,3-dimethyl-4,6,6-trichloro-5-hexenoate). Yields the product CC1(CC(=O)OC1C=C(Cl)Cl)C (3,3-dimethyl-4-(2',2'-dichlorovinyl)-4-butanolide). Yield: 95.0%. RXN SMILES: [CH3:1][C:2]([CH3:15])([CH:9](Cl)[CH:10]=[C:11]([Cl:13])[Cl:12])[CH2:3][C:4]([O:6]CC)=[O:5].CC(C)(C(Cl)C=C(Cl)Cl)CC(OC)=O>>[CH3:1][C:2]1([CH3:15])[CH:9]([CH:10]=[C:11]([Cl:13])[Cl:12])[O:6][C:4](=[O:5])[CH2:3]1. Procedure: The above procedure was repeated except that 27.4 parts of ethyl 3,3-dimethyl-4,6,6-trichloro-5-hexenoate was used in lieu of methyl 3,3-dimethyl-4,6,6-trichloro-5-hexenoate. In this case, 19.8 parts of 3,3-dimethyl-4-(2',2'-dichlorovinyl)-4-butanolide was obtained (yield 95%).